From a dataset of the Open Reaction Database (ORD), a public repository of structured organic reaction records. describe an organic reaction: reactants, conditions, products, and yield Reactants: NCC(=O)O (glycine), NCC(=O)O (glycine), Cl.N[C@@H](CCCCN)C(=O)O (L-lysine hydrochloride). Product: N[C@@H](CCCCN)C(=O)O (lysine). Reaction SMILES: NCC(O)=O.Cl.[NH2:7][C@H:8]([C:14]([OH:16])=[O:15])[CH2:9][CH2:10][CH2:11][CH2:12][NH2:13]>>[NH2:7][C@H:8]([C:14]([OH:16])=[O:15])[CH2:9][CH2:10][CH2:11][CH2:12][NH2:13] |f:1.2|. Reported procedure: A lysine reagent was prepared in the same manner as in the above preparation of glycine reagent except that the glycine was replaced with L-lysine hydrochloride (supplied by Wako Pure Chemical Industries, Ltd.). The reactants are resultant solution, Cl (hydrochloric acid), ClC1=CC=C(C=2C=CC=NC12)S(=O)(=O)NCCN1CCN(CC1)CCCSC1=CC=CC=C1 (1-(8-chloro-5-quinolinesulfonylaminoethyl)-4-[3-(phenylthio)propyl]piperazine). Solvent: CO (methanol). Conditions: time 10 minute. Yields the product Cl.Cl.ClC1=CC=C(C=2C=CC=NC12)S(=O)(=O)NCCN1CCN(CC1)CCCSC1=CC=CC=C1 (1-(8-chloro-5-quinolinesulfonylaminoethyl)-4-[3-(phenylthio)propyl]piperazine dihydrochloride). Yield: 73.0%. Reaction SMILES: [Cl:1][C:2]1[C:11]2[N:10]=[CH:9][CH:8]=[CH:7][C:6]=2[C:5]([S:12]([NH:15][CH2:16][CH2:17][N:18]2[CH2:23][CH2:22][N:21]([CH2:24][CH2:25][CH2:26][S:27][C:28]3[CH:33]=[CH:32][CH:31]=[CH:30][CH:29]=3)[CH2:20][CH2:19]2)(=[O:14])=[O:13])=[CH:4][CH:3]=1.[ClH:34]>CO>[ClH:1].[ClH:34].[Cl:1][C:2]1[C:11]2[N:10]=[CH:9][CH:8]=[CH:7][C:6]=2[C:5]([S:12]([NH:15][CH2:16][CH2:17][N:18]2[CH2:19][CH2:20][N:21]([CH2:24][CH2:25][CH2:26][S:27][C:28]3[CH:29]=[CH:30][CH:31]=[CH:32][CH:33]=3)[CH2:22][CH2:23]2)(=[O:13])=[O:14])=[CH:4][CH:3]=1 |f:3.4.5|. Procedure: 1.0 g of 1-(8-chloro-5-quinolinesulfonylaminoethyl)-4-[3-(phenylthio)propyl]piperazine obtained in Example 1 was dissolved in 10 ml of methanol, and to the resultant solution was added a 2-equivalent amount of an aqueous hydrochloric acid, followed by stirring for 10 minutes. Then, solvent removal was conducted by distillation under reduced pressure to obtain a residue. The thus obtained residue was subjected to recrystallization using a mixture of ethanol and ether to obtain 0.84 g of 1-(8-chlo... Procedure: To a solution of 0.5 g 2-chloro-4-fluoro-5-[4-(hydroxymethyl)-1-methyl-5-(trifluoromethyl)-1H-pyrazol-3-yl]benzoic acid, 1-methylethyl ester in 50 ml methylene chloride was added 5 mL of diethyl aminosulfurtrifluoride and the solution stirred overnight at room temperature. The reaction mixture was poured onto ice water and the organic layer washed with brine, dried over anhydrous magnesium sulfate, filtered and the concd in vacuo to give 2-chloro-4-fluoro-5-[4-(fluoromethyl)-1-methyl-5-(trifluor... The solvent is C(Cl)Cl (methylene chloride). Conditions: time 8 hour. Product: ClC1=C(C(=O)OC(C)C)C=C(C(=C1)F)C1=NN(C(=C1CF)C(F)(F)F)C (2-chloro-4-fluoro-5-[4-(fluoromethyl)-1-methyl-5-(trifluoromethyl)-1H-pyrazol-3-yl]benzoic acid, 1-methylethyl ester). As a reaction SMILES: [Cl:1][C:2]1[CH:13]=[C:12]([F:14])[C:11]([C:15]2[C:19]([CH2:20]O)=[C:18]([C:22]([F:25])([F:24])[F:23])[N:17]([CH3:26])[N:16]=2)=[CH:10][C:3]=1[C:4]([O:6][CH:7]([CH3:9])[CH3:8])=[O:5].C(N(S(F)(F)[F:33])CC)C>C(Cl)Cl>[Cl:1][C:2]1[CH:13]=[C:12]([F:14])[C:11]([C:15]2[C:19]([CH2:20][F:33])=[C:18]([C:22]([F:24])([F:25])[F:23])[N:17]([CH3:26])[N:16]=2)=[CH:10][C:3]=1[C:4]([O:6][CH:7]([CH3:8])[CH3:9])=[O:5]. The reactants are ClC1=C(C(=O)OC(C)C)C=C(C(=C1)F)C1=NN(C(=C1CO)C(F)(F)F)C (2-chloro-4-fluoro-5-[4-(hydroxymethyl)-1-methyl-5-(trifluoromethyl)-1H-pyrazol-3-yl]benzoic acid, 1-methylethyl ester), C(C)N(CC)S(F)(F)F (diethyl aminosulfurtrifluoride). Starting materials: C(C)C1(OCCO1)C1=CC=C(S1)CCC1=CC(=C(C=C1)CO)CO ((4-{2-[5-(2-ethyl-[1,3]dioxolan-2-yl)-2-thienyl]ethyl}-2-hydroxymethylphenyl)methanol), C1(=CC=C(C=C1)S(=O)(=O)O)C (para-toluenesulphonic acid). Solvent: CC(=O)C.O (acetone water). The product is OCC=1C=C(C=CC1CO)CCC1=CC=C(S1)C(CC)=O (1-{5-[2-(3,4-bis-Hydroxymethyl-phenyl)ethyl]-2-thienyl}-1-propanone). RXN SMILES: [CH2:1]([C:3]1([C:8]2[S:12][C:11]([CH2:13][CH2:14][C:15]3[CH:20]=[CH:19][C:18]([CH2:21][OH:22])=[C:17]([CH2:23][OH:24])[CH:16]=3)=[CH:10][CH:9]=2)OCC[O:4]1)[CH3:2].C1(C)C=CC(S(O)(=O)=O)=CC=1>CC(C)=O.O>[OH:24][CH2:23][C:17]1[CH:16]=[C:15]([CH2:14][CH2:13][C:11]2[S:12][C:8]([C:3](=[O:4])[CH2:1][CH3:2])=[CH:9][CH:10]=2)[CH:20]=[CH:19][C:18]=1[CH2:21][OH:22] |f:2.3|. Reported procedure: In a manner similar to that of Example 6(g), by reaction of 8.7 g (23 mmol) of (4-{2-[5-(2-ethyl-[1,3]dioxolan-2-yl)-2-thienyl]ethyl}-2-hydroxymethylphenyl)methanol with a solution of para-toluenesulphonic acid in an acetone/water mixture, the desired product is obtained in the form of a white powder (m=5.41 g; Y=71%). The reactants are O=C(O)c1ccc(B(O)O)cc1, Brc1cccnc1, O=C([O-])[O-], CC#N, [K+], [K+], O. Product: O=C(O)c1ccc(-c2cccnc2)cc1. As a reaction SMILES: [B:1]([OH:2])([OH:3])[c:4]1[cH:5][cH:6][c:7]([C:8](=[O:9])[OH:10])[cH:11][cH:12]1.[Br:13][c:14]1[cH:15][n:16][cH:17][cH:18][cH:19]1.[C:20](=[O:21])([O-:22])[O-:23].[CH3:26][C:27]#[N:28].[K+:24].[K+:25].[OH2:29]>>[c:4]1(-[c:14]2[cH:15][n:16][cH:17][cH:18][cH:19]2)[cH:5][cH:6][c:7]([C:8](=[O:9])[OH:10])[cH:11][cH:12]1. The reactants are C(C)(C)(C)C1=CC(=C(C=N1)C=1N([C@]([C@](N1)(C)C1=CC=C(C=C1)Cl)(C)C1=CC=C(C=C1)Cl)C(=O)Cl)OCC ((4S,5R)-2-(6-tert-butyl-4-ethoxy-pyridin-3-yl)-4,5-bis-(4-chloro-phenyl)-4,5-dimethyl-4,5-dihydro-imidazole-1-carbonyl chloride), COC(=O)C1CCNCC1 (piperidine-4-carboxylic acid methyl ester). Yields the product COC(=O)C1CCN(CC1)C(=O)N1C(=N[C@@]([C@@]1(C)C1=CC=C(C=C1)Cl)(C)C1=CC=C(C=C1)Cl)C=1C=NC(=CC1OCC)C(C)(C)C (1-[(4S,5R)-2-(6-tert-Butyl-4-ethoxy-pyridin-3-yl)-4,5-bis-(4-chloro-phenyl)-4,5-dimethyl-4,5-dihydro-imidazole-1-carbonyl]-piperidine-4-carboxylic acid methyl ester). RXN SMILES: [C:1]([C:5]1[N:10]=[CH:9][C:8]([C:11]2[N:12]([C:32](Cl)=[O:33])[C@@:13]([C:25]3[CH:30]=[CH:29][C:28]([Cl:31])=[CH:27][CH:26]=3)([CH3:24])[C@@:14]([C:17]3[CH:22]=[CH:21][C:20]([Cl:23])=[CH:19][CH:18]=3)([CH3:16])[N:15]=2)=[C:7]([O:35][CH2:36][CH3:37])[CH:6]=1)([CH3:4])([CH3:3])[CH3:2].[CH3:38][O:39][C:40]([CH:42]1[CH2:47][CH2:46][NH:45][CH2:44][CH2:43]1)=[O:41]>>[CH3:38][O:39][C:40]([CH:42]1[CH2:47][CH2:46][N:45]([C:32]([N:12]2[C@@:13]([C:25]3[CH:26]=[CH:27][C:28]([Cl:31])=[CH:29][CH:30]=3)([CH3:24])[C@@:14]([C:17]3[CH:22]=[CH:21][C:20]([Cl:23])=[CH:19][CH:18]=3)([CH3:16])[N:15]=[C:11]2[C:8]2[CH:9]=[N:10][C:5]([C:1]([CH3:2])([CH3:3])[CH3:4])=[CH:6][C:7]=2[O:35][CH2:36][CH3:37])=[O:33])[CH2:44][CH2:43]1)=[O:41]. Reported procedure: In a manner analogous to the method described in example 3, (4S,5R)-2-(6-tert-butyl-4-ethoxy-pyridin-3-yl)-4,5-bis-(4-chloro-phenyl)-4,5-dimethyl-4,5-dihydro-imidazole-1-carbonyl chloride (example 51) was reacted with piperidine-4-carboxylic acid methyl ester (Aldrich) to give title compound. HR-MS (ES, m/z) calculated for C36H43Cl2N4O4 [(M+H)+] 665.2656, observed 665.2652. Starting materials: B, NC1CN(Cc2ccccc2)CC1c1ccc(Cl)c(F)c1, C1CCOC1, CCOC(=O)Cl, [K+], [K+], O=C([O-])[O-], O. Yields the product CNC1CN(Cc2ccccc2)CC1c1ccc(Cl)c(F)c1. Reaction SMILES: [BH3:34].[CH2:1]([c:2]1[cH:3][cH:4][cH:5][cH:6][cH:7]1)[N:8]1[CH2:9][CH:10]([NH2:21])[CH:11]([c:13]2[cH:14][c:15]([F:20])[c:16]([Cl:19])[cH:17][cH:18]2)[CH2:12]1.[CH2:35]1[O:36][CH2:37][CH2:38][CH2:39]1.[Cl:28][C:29]([O:30][CH2:31][CH3:32])=[O:33].[K+:22].[K+:23].[O-:24][C:25]([O-:26])=[O:27].[OH2:40]>>[CH2:1]([c:2]1[cH:3][cH:4][cH:5][cH:6][cH:7]1)[N:8]1[CH2:9][CH:10]([NH:21][CH3:25])[CH:11]([c:13]2[cH:14][c:15]([F:20])[c:16]([Cl:19])[cH:17][cH:18]2)[CH2:12]1. The reactants are [H-].[Al+3].[Li+].[H-].[H-].[H-] (Lithium aluminum hydride), N (ammonia), C(CCC)OC1=C(C(=C(C=C1)C1CCC(CC1)C1CCC(CC1)=O)F)F (4′-(4-Butoxy-2,3-difluorophenyl)-bicyclohexyl-4-one), C(C)(=O)OCC (ethyl acetate). The solvent is C1CCOC1 (THF). Conditions: time 2 hour. Product: C(CCC)OC1=C(C(=C(C=C1)C1CCC(CC1)C1(CCCCC1)O)F)F (4′-(4-butoxy-2,3-difluorophenyl)-bicyclohexanol). Reaction SMILES: [H-].[Al+3].[Li+].[H-].[H-].[H-].[CH2:7]([O:11][C:12]1[CH:17]=[CH:16][C:15]([CH:18]2[CH2:23][CH2:22][CH:21]([CH:24]3[CH2:29][CH2:28][C:27](=O)[CH2:26][CH2:25]3)[CH2:20][CH2:19]2)=[C:14]([F:31])[C:13]=1[F:32])[CH2:8][CH2:9][CH3:10].C(OCC)(=[O:35])C.N>C1COCC1>[CH2:7]([O:11][C:12]1[CH:17]=[CH:16][C:15]([CH:18]2[CH2:23][CH2:22][CH:21]([C:24]3([OH:35])[CH2:29][CH2:28][CH2:27][CH2:26][CH2:25]3)[CH2:20][CH2:19]2)=[C:14]([F:31])[C:13]=1[F:32])[CH2:8][CH2:9][CH3:10] |f:0.1.2.3.4.5|. Procedure details: Lithium aluminum hydride (0.62 g) was suspended in THF (200 ml). 4′-(4-Butoxy-2,3-difluorophenyl)-bicyclohexyl-4-one (s-7) (10.0 g) was added dropwise to the suspension in the temperature range of −20° C. to −10° C., and the stirring was continued in this temperature range for 2 hours. After the completion of the reaction had been confirmed by means of GC analysis, ethyl acetate and then a saturated aqueous solution of ammonia were added to the reaction mixture under ice-cooling and deposits wer... Reactants: CC1=CC=C(C=C1)S(=O)(=O)N1[C@@H](CCC1)COS(=O)(=O)C1=CC=C(C=C1)C ((S)-1-(4-methylphenylsulphonyl)-2-(4-methylphenylsulphonyloxymethyl)pyrrolidine), C(C)(C)[N-]C(C)C.[Li+] (Lithium diisopropylamide), solution, COC1=CC=C(CCN2[C@@H](CCC2)CN2C3=C(SCC4=C2C=CC=C4)C=CC=C3)C=C1 ((S)-5,11-Dihydro-5-[1-(4-methoxyphenethyl)-2-pyrrolidinylmethyl]dibenzo[b,e][1,4]thiazepine). Solvent: CCCCCC (hexane), COCCOC (DME). Reaction conditions: time 15 minute. The product is CC1=CC=C(C=C1)S(=O)(=O)N1[C@@H](CCC1)CN1C2=C(SCC3=C1C=CC=C3)C=CC=C2 ((S)-5,11-Dihydro-5-(1-[4-methylphenylsulphonyl]-2-pyrrolidinylmethyl)dibenzo[b,e ][1,4]thiazepine). The yield is 88.9%. As a reaction SMILES: C([N-]C(C)C)(C)C.[Li+].COC1C=CC(CCN2CCC[C@H]2C[N:23]2[C:29]3[CH:30]=[CH:31][CH:32]=[CH:33][C:28]=3[CH2:27][S:26][C:25]3[CH:34]=[CH:35][CH:36]=[CH:37][C:24]2=3)=CC=1.[CH3:40][C:41]1[CH:46]=[CH:45][C:44]([S:47]([N:50]2[CH2:54][CH2:53][CH2:52][C@H:51]2[CH2:55]OS(C2C=CC(C)=CC=2)(=O)=O)(=[O:49])=[O:48])=[CH:43][CH:42]=1>CCCCCC.COCCOC>[CH3:40][C:41]1[CH:42]=[CH:43][C:44]([S:47]([N:50]2[CH2:54][CH2:53][CH2:52][C@H:51]2[CH2:55][N:23]2[C:29]3[CH:30]=[CH:31][CH:32]=[CH:33][C:28]=3[CH2:27][S:26][C:25]3[CH:34]=[CH:35][CH:36]=[CH:37][C:24]2=3)(=[O:48])=[O:49])=[CH:45][CH:46]=1 |f:0.1|. Procedure details: Lithium diisopropylamide (4.3 ml of a 1.5M solution in hexane) was added to a solution of 5,11-dihydrodibenzo[b,e][1,4]thiazepine (see Example 1 for source) (1.0 g) in DME (25 ml) and the mixture stirred at room temperature for 15 minutes, treated with (S)-1-(4-methylphenylsulphonyl)-2-(4-methylphenylsulphonyloxymethyl)pyrrolidine (3.9 g) (prepared by the method of P. Karrer and K. Ehrhardt, Helv. Chim. Acta, 34, 2202 (1951)), heated under reflux for 2.5 hours, allowed to cool to room temperatur... Reactants: [Na] (sodium), C(CCC)O (n-butanol), [Cl-].C(C)OC(NCCC[NH+](C)C)=O (N-(3-dimethylammoniopropyl)-carbamic acid ethyl ester chloride). Product: [Cl-].C(CCC)OC(NCCC[NH+](C)C)=O (N-(3-Dimethylammoniopropyl)-carbamic acid butyl ester chloride). RXN SMILES: [Na].[Cl-:2].[CH2:3]([O:5][C:6](=[O:14])[NH:7][CH2:8][CH2:9][CH2:10][NH+:11]([CH3:13])[CH3:12])[CH3:4].[CH2:15](O)[CH2:16]CC>>[Cl-:2].[CH2:3]([O:5][C:6](=[O:14])[NH:7][CH2:8][CH2:9][CH2:10][NH+:11]([CH3:12])[CH3:13])[CH2:4][CH2:15][CH3:16] |f:1.2,4.5,^1:0|. Procedure details: 4.6 g (0.2 g-atom) of sodium are dissolved in 200 ml of n-butanol. To this add 21.0 g (0.1 mole) of N-(3-dimethylammoniopropyl)-carbamic acid ethyl ester chloride and boil the mixture for 6 hours with reflux. Concentrate, admix with water, ether out, dry the ether phase over MgSO4, introduce dry HCl gas while stirring and cooling, decant the ether solution, and drag the remaining oil in vacuum. One obtains 13.1 g of nD20 = 1.4735.